From a dataset of the Open Reaction Database (ORD), a public repository of structured organic reaction records. describe an organic reaction: reactants, conditions, products, and yield Reactants: C(C1=CC=CC=C1)O[C@@H]1C(O[C@@]([C@@H]([C@H]1OCC1=CC=CC=C1)OCC1=CC=CC=C1)(OC)C1=CC(=C(C=C1)Cl)CC1=CC=C(C=C1)OCC(F)(F)F)(CO)CO ([(3S,4S,5R,6S)-3,4,5-tribenzyloxy-6-[4-chloro-3-[[4-(2,2,2-trifluoroethoxy)phenyl]methyl]phenyl]-2-(hydroxymethyl)-6-methoxy-tetrahydropyran-2-yl]methanol), FC(C(=O)O)(F)F (trifluoroacetic acid). Run in ClCCl (dichloromethane). Reaction conditions: time 1 hour. The product is C(C1=CC=CC=C1)O[C@@H]1[C@@]2(CO[C@]([C@@H]([C@H]1OCC1=CC=CC=C1)OCC1=CC=CC=C1)(O2)C2=CC(=C(C=C2)Cl)CC2=CC=C(C=C2)OCC(F)(F)F)CO ([(1S,2S,3S,4R,5S)-2,3,4-tribenzyloxy-5-[4-chloro-3-[[4-(2,2,2-trifluoroethoxy)phenyl]methyl]phenyl]-6,8-dioxabicyclo[3.2.1]octan-1-yl]methanol). RXN SMILES: [CH2:1]([O:8][C@H:9]1[C@H:14]([O:15][CH2:16]C2C=CC=CC=2)[C@@H:13]([O:23][CH2:24]C2C=CC=CC=2)[C@@:12]([C:33]2[CH:38]=[CH:37][C:36]([Cl:39])=[C:35]([CH2:40][C:41]3[CH:46]=[CH:45][C:44]([O:47][CH2:48][C:49]([F:52])([F:51])[F:50])=[CH:43][CH:42]=3)[CH:34]=2)(OC)[O:11][C:10]1([CH2:55][OH:56])[CH2:53][OH:54])C1C=CC=CC=1.F[C:58](F)(F)[C:59](O)=O>ClCCl>[CH2:1]([O:8][C@H:9]1[C@H:14]([O:15][CH2:16][C:41]2[CH:46]=[CH:45][CH:44]=[CH:43][CH:42]=2)[C@@H:13]([O:23][CH2:24][C:59]2[CH:58]=[CH:14][CH:9]=[CH:10][CH:53]=2)[C@:12]2([C:33]3[CH:38]=[CH:37][C:36]([Cl:39])=[C:35]([CH2:40][C:41]4[CH:42]=[CH:43][C:44]([O:47][CH2:48][C:49]([F:50])([F:52])[F:51])=[CH:45][CH:46]=4)[CH:34]=3)[O:11][C@@:10]1([CH2:55][OH:56])[CH2:53][O:54]2)[C:33]1[CH:38]=[CH:37][CH:36]=[CH:35][CH:34]=1. Procedure details: [(3S,4S,5R,6S)-3,4,5-tribenzyloxy-6-[4-chloro-3-[[4-(2,2,2-trifluoroethoxy)phenyl]methyl]phenyl]-2-(hydroxymethyl)-6-methoxy-tetrahydropyran-2-yl]methanol 7k (100 mg, 0.13 mmol) was dissolved in 10 mL dichloromethane, followed by addition of 0.1 mL trifluoroacetic acid. The reaction mixture was stirred for 1 hour. Thereafter, the reaction mixture was concentrated under reduced pressure and the resulting residue was purified by silica gel chromatography with elution system D to obtain the title c... The reactants are BrCC=1NC(C2=CC=CC=C2C1)=O (3-(bromomethyl)isoquinolin-1(2H)-one), C1=CC=C(C=C1)P(C2=CC=CC=C2)C3=CC=CC=C3 (PPh3). Solvent: O1CCOCC1 (1,4-dioxane). Product: [Br-].O=C1NC(=CC2=CC=CC=C12)C[P+](C1=CC=CC=C1)(C1=CC=CC=C1)C1=CC=CC=C1 (((1-oxo-1,2-dihydroisoquinolin-3-yl)methyl)triphenylphosphonium bromide). RXN SMILES: [Br:1][CH2:2][C:3]1[NH:4][C:5](=[O:13])[C:6]2[C:11]([CH:12]=1)=[CH:10][CH:9]=[CH:8][CH:7]=2.[CH:14]1[CH:19]=[CH:18][C:17]([P:20]([C:27]2[CH:32]=[CH:31][CH:30]=[CH:29][CH:28]=2)[C:21]2[CH:26]=[CH:25][CH:24]=[CH:23][CH:22]=2)=[CH:16][CH:15]=1>O1CCOCC1>[Br-:1].[O:13]=[C:5]1[C:6]2[C:11](=[CH:10][CH:9]=[CH:8][CH:7]=2)[CH:12]=[C:3]([CH2:2][P+:20]([C:21]2[CH:22]=[CH:23][CH:24]=[CH:25][CH:26]=2)([C:27]2[CH:32]=[CH:31][CH:30]=[CH:29][CH:28]=2)[C:17]2[CH:16]=[CH:15][CH:14]=[CH:19][CH:18]=2)[NH:4]1 |f:3.4|. Procedure details: A solution of 3-(bromomethyl)isoquinolin-1(2H)-one and PPh3 (1.8 g, 6.87 mmol) in 1,4-dioxane (50 mL) was refluxed for 2 h. After cooling to room temperature, the reaction mixture was filtered to give the desired product (317 mg). LC-MS: m/z 420 (M+H+). Procedure: Prepared from 5,6-diamino-1-butyl-3-(2-fluoro-benzyl)-1H-pyrimidine-2,4-dione (30.6 mg, 0.1 mmol) and [4-(pyridin-4-ylsulfamoyl)-phenyl]-acetic acid. 4-[3-Butyl-1-(2-fluoro-benzyl)-2,6-dioxo-2,3,6,7-tetrahydro-1H-purin-8-ylmethyl]-N-pyridin-4-yl-benzenesulfonamide was obtained as a colorless solid; 1H NMR (DMSO-d6, 300 MHz) δH 13.50 (s, 1H), 12.65 (broad s, 1H), 8.00–7.80 (m, 2H), 7.75–7.60 (m, 2H), 7.55–7.35 (m, 2H), 7.30–6.80 (m, 6H), 5.08 (s, 2H), 4.11 (s, 2H), 3.93 (t, J=7.3 Hz, 2H), 1.70–1.... As a reaction SMILES: [NH2:1][C:2]1[C:3](=[O:22])[N:4]([CH2:14][C:15]2[CH:20]=[CH:19][CH:18]=[CH:17][C:16]=2[F:21])[C:5](=[O:13])[N:6]([CH2:9][CH2:10][CH2:11][CH3:12])[C:7]=1[NH2:8].[N:23]1[CH:28]=[CH:27][C:26]([NH:29][S:30]([C:33]2[CH:38]=[CH:37][C:36]([CH2:39][C:40](O)=O)=[CH:35][CH:34]=2)(=[O:32])=[O:31])=[CH:25][CH:24]=1>>[CH2:9]([N:6]1[C:7]2[N:8]=[C:40]([CH2:39][C:36]3[CH:35]=[CH:34][C:33]([S:30]([NH:29][C:26]4[CH:27]=[CH:28][N:23]=[CH:24][CH:25]=4)(=[O:31])=[O:32])=[CH:38][CH:37]=3)[NH:1][C:2]=2[C:3](=[O:22])[N:4]([CH2:14][C:15]2[CH:20]=[CH:19][CH:18]=[CH:17][C:16]=2[F:21])[C:5]1=[O:13])[CH2:10][CH2:11][CH3:12]. Product: C(CCC)N1C(N(C(C=2NC(=NC12)CC1=CC=C(C=C1)S(=O)(=O)NC1=CC=NC=C1)=O)CC1=C(C=CC=C1)F)=O (4-[3-Butyl-1-(2-fluoro-benzyl)-2,6-dioxo-2,3,6,7-tetrahydro-1H-purin-8-ylmethyl]-N-pyridin-4-yl-benzenesulfonamide). Starting materials: NC=1C(N(C(N(C1N)CCCC)=O)CC1=C(C=CC=C1)F)=O (5,6-diamino-1-butyl-3-(2-fluoro-benzyl)-1H-pyrimidine-2,4-dione), N1=CC=C(C=C1)NS(=O)(=O)C1=CC=C(C=C1)CC(=O)O ([4-(pyridin-4-ylsulfamoyl)-phenyl]-acetic acid). The reactants are O (Water), C(CCC)OCCOC1=CC=C(C=C1)C1=CC(=C(C=C1)OCCCCC(=O)OCC)C=O (ethyl 5-[[4′-(2-butoxyethoxy)-3-formyl [1,1′-biphenyl]-4-yl]oxy]pentanoate), [O-]CC.[Na+] (sodium ethoxide), C(OCC)(OCC)=O (diethyl carbonate). The solvent is C(C)O (ethanol). Conditions: temperature 50 celsius, time 2 hour. The product is C(CCC)OCCOC1=CC=C(C=C1)C=1C=CC2=C(C=CC(CCO2)C(=O)OCC)C1 (ethyl 8-[4-(2-butoxyethoxy)phenyl]-3,4-dihydro-2H-1-benzoxocin-4-carboxylate). RXN SMILES: [CH2:1]([O:5][CH2:6][CH2:7][O:8][C:9]1[CH:14]=[CH:13][C:12]([C:15]2[CH:20]=[CH:19][C:18]([O:21][CH2:22][CH2:23]CCC(OCC)=O)=[C:17]([CH:31]=O)[CH:16]=2)=[CH:11][CH:10]=1)[CH2:2][CH2:3][CH3:4].[O-][CH2:34][CH3:35].[Na+].O.[C:38](=[O:45])([O:42][CH2:43][CH3:44])OCC>C(O)C>[CH2:1]([O:5][CH2:6][CH2:7][O:8][C:9]1[CH:14]=[CH:13][C:12]([C:15]2[CH:20]=[CH:19][C:18]3[O:21][CH2:22][CH2:23][CH:35]([C:38]([O:42][CH2:43][CH3:44])=[O:45])[CH:34]=[CH:31][C:17]=3[CH:16]=2)=[CH:11][CH:10]=1)[CH2:2][CH2:3][CH3:4] |f:1.2|. Procedure details: To a solution of ethyl 5-[[4′-(2-butoxyethoxy)-3-formyl [1,1′-biphenyl]-4-yl]oxy]pentanoate (6.00 g) in diethyl carbonate (60 ml) was added a solution of 20% sodium ethoxide in ethanol (5.55 g). The mixture was stirred at 50° C. for 2 hours under a nitrogen atmosphere. The solution was allowed to cool. Water was added and the mixture was extracted with ethyl acetate. The organic layer was washed with saturated saline and dried over magnesium sulfate. After distilling off the solvent under reduce... Reactants: [BH4-], CO, CNC(=O)Cc1ccccc1[N+](=O)[O-], I, [Na+], C1CCOC1. Yields the product CNCCc1ccccc1[N+](=O)[O-]. Reaction SMILES: [BH4-:15].[CH3:18][OH:19].[CH3:1][NH:2][C:3]([CH2:4][c:5]1[c:6]([N+:11](=[O:12])[O-:13])[cH:7][cH:8][cH:9][cH:10]1)=[O:14].[I:17].[Na+:16].[O:20]1[CH2:21][CH2:22][CH2:23][CH2:24]1>>[CH3:1][NH:2][CH2:3][CH2:4][c:5]1[c:6]([N+:11](=[O:12])[O-:13])[cH:7][cH:8][cH:9][cH:10]1. The reactants are ClC=1C=C2C(C(CN(C2=CC1)C(CC)=O)=CN(C)C)=O (6-chloro-3-dimethylaninometylene-4-oxo-1-propionyl-1,2,3,4-tetrahydroquinoline), C(C)(=O)O (acetic acid), C(C)(C)(C)OC(=O)N(N)C (1-tert-Butoxycarbonyl-1-methylhydrazine). Solvent: CO (methanol), O1CCCC1 (tetrahydrofuran). Conditions: time 8 hour. Product: C(C)(C)(C)OC(=O)N(NC=C1CN(C2=CC=C(C=C2C1=O)Cl)C(CC)=O)C (3-(2-tert-butoxycarbonyl-2-methylhydrazino)methylene-6-chloro-4-oxo-1-propionyl-1,2,3,4-tetrahydroquinoline). The yield is 78.0%. Reaction SMILES: [Cl:1][C:2]1[CH:3]=[C:4]2[C:9](=[CH:10][CH:11]=1)[N:8]([C:12](=[O:15])[CH2:13][CH3:14])[CH2:7][C:6](=[CH:16][N:17](C)C)[C:5]2=[O:20].C(O)(=O)C.[C:25]([O:29][C:30]([N:32]([CH3:34])N)=[O:31])([CH3:28])([CH3:27])[CH3:26]>CO.O1CCCC1>[C:25]([O:29][C:30]([N:32]([CH3:34])[NH:17][CH:16]=[C:6]1[C:5](=[O:20])[C:4]2[C:9](=[CH:10][CH:11]=[C:2]([Cl:1])[CH:3]=2)[N:8]([C:12](=[O:15])[CH2:13][CH3:14])[CH2:7]1)=[O:31])([CH3:28])([CH3:27])[CH3:26]. Procedure: A solution of 6-chloro-3-dimethylaninometylene-4-oxo-1-propionyl-1,2,3,4-tetrahydroquinoline (2.00 g) 1-tert-butoxycarbonyl-1-meth-ylhydrazine (1.50 g) and acetic acid (1.20 ml) in methanol (100 ml) and tetrahydrofuran (100 ml) was refluxed for 9 hours with stirring. 1-tert-Butoxycarbonyl-1-methylhydrazine (1.50 g) was added to the mixture and the stirring was continued for 8 hours at reflux conditions. After the solvent was evaporated in vacuo, saturated aqueous sodium hydrogen carbonate (15 ml...